This data is from the Open Reaction Database (ORD), a public repository of structured organic reaction records. The task is: describe an organic reaction: reactants, conditions, products, and yield The reactants are C(C)(C)(C)OC(COC1=CC(=CC=C1)CN(S(=O)(=O)C=1C=NC=CC1)CC1=CC=C(C=C1)C(CO[Si](C)(C)C(C)(C)C)(C)C)=O ((3-{[{4-[2-(tert-butyl-dimethyl-silanyloxy)-1,1-dimethyl-ethyl]-benzyl}-(pyridine-3-sulfonyl)-amino]-methyl}-phenoxy)-acetic acid tert-butyl ester), [F-].C(CCC)[N+](CCCC)(CCCC)CCCC (tetrabutylammonium fluoride), [F-].C(CCC)[N+](CCCC)(CCCC)CCCC (tetrabutylammonium fluoride), O (Water), C(Cl)Cl (CH2Cl2), [F-].C(CCC)[N+](CCCC)(CCCC)CCCC (tetrabutylammonium fluoride). Solvent: C1CCOC1 (THF). Yields the product C(C)(C)(C)OC(COC1=CC(=CC=C1)CN(S(=O)(=O)C=1C=NC=CC1)CC1=CC=C(C=C1)C(CO)(C)C)=O ((3-{[[4-(2-hydroxy-1,1-dimethyl-ethyl)-benzyl]-(pyridine-3-sulfonyl)-amino]-methyl}-phenoxy)-acetic acid tert-butyl ester). Yield: 62.2%. As a reaction SMILES: [C:1]([O:5][C:6](=[O:45])[CH2:7][O:8][C:9]1[CH:14]=[CH:13][CH:12]=[C:11]([CH2:15][N:16]([CH2:26][C:27]2[CH:32]=[CH:31][C:30]([C:33]([CH3:44])([CH3:43])[CH2:34][O:35][Si](C(C)(C)C)(C)C)=[CH:29][CH:28]=2)[S:17]([C:20]2[CH:21]=[N:22][CH:23]=[CH:24][CH:25]=2)(=[O:19])=[O:18])[CH:10]=1)([CH3:4])([CH3:3])[CH3:2].[F-].C([N+](CCCC)(CCCC)CCCC)CCC.O.C(Cl)Cl>C1COCC1>[C:1]([O:5][C:6](=[O:45])[CH2:7][O:8][C:9]1[CH:14]=[CH:13][CH:12]=[C:11]([CH2:15][N:16]([CH2:26][C:27]2[CH:28]=[CH:29][C:30]([C:33]([CH3:44])([CH3:43])[CH2:34][OH:35])=[CH:31][CH:32]=2)[S:17]([C:20]2[CH:21]=[N:22][CH:23]=[CH:24][CH:25]=2)(=[O:19])=[O:18])[CH:10]=1)([CH3:4])([CH3:2])[CH3:3] |f:1.2|. Reported procedure: To a solution of (3-{[{4-[2-(tert-butyl-dimethyl-silanyloxy)-1,1-dimethyl-ethyl]-benzyl}-(pyridine-3-sulfonyl)-amino]-methyl}-phenoxy)-acetic acid tert-butyl ester (210 mg, 0.321 mmol) in THF (2 mL) was added tetrabutylammonium fluoride (1M in THF, 0.34 mL, 0.34 mmol). The reaction was heated at reflux for 1 h and additional tetrabutylammonium fluoride (1M in THF, 0.34 mL, 0.34 mmol) was added. The reaction was heated at reflux for 24 h and additional tetrabutylammonium fluoride (1M in THF, 0.34... Reactants: C(C)[SiH](CC)CC (triethylsilane), FC(C(=O)O)(F)F (trifluoroacetic acid), O1C=CC2=C1C=CC(=C2)C(CC)(O)C2=CC=CC=C2 (1-(benzofuran-5-yl)-1-phenylpropan-1-ol), C(C)[SiH](CC)CC (triethylsilane), FC(C(=O)O)(F)F (trifluoroacetic acid). Run in C(Cl)Cl (DCM). Conditions: temperature 0 celsius, time 3 hour. The product is C1(=CC=CC=C1)C(CC)C=1C=CC2=C(C=CO2)C1 (5-(1-phenylpropyl)-benzofuran). As a reaction SMILES: [O:1]1[C:5]2[CH:6]=[CH:7][C:8]([C:10]([C:14]3[CH:19]=[CH:18][CH:17]=[CH:16][CH:15]=3)(O)[CH2:11][CH3:12])=[CH:9][C:4]=2[CH:3]=[CH:2]1.C([SiH](CC)CC)C.FC(F)(F)C(O)=O>C(Cl)Cl>[C:14]1([CH:10]([C:8]2[CH:7]=[CH:6][C:5]3[O:1][CH:2]=[CH:3][C:4]=3[CH:9]=2)[CH2:11][CH3:12])[CH:19]=[CH:18][CH:17]=[CH:16][CH:15]=1. Reported procedure: To a stirred solution of 1-(benzofuran-5-yl)-1-phenylpropan-1-ol (3.14 g, 12.4 mmol) and triethylsilane (2.39 mL, 14.9 mmol) in DCM (10 mL) under nitrogen at 0° C. was added trifluoroacetic acid (4.62 mL, 62.2 mmol) dropwise via syringe. The reaction mixture was stirred at 0° C. for 3 h. Additional triethylsilane (2.39 mL, 14.9 mmol) followed by trifluoroacetic acid (4.62 mL, 62.2 mmol) were added via syringe, and the reaction was brought to room temperature and stirred for 2 h. The reaction mix... The reactants are COc1ccc2c(c1)C1CC1C(=O)N2C, O=C(O)C(F)(F)F. Product: COc1cc2c(cc1C=O)N(C)C(=O)C1CC21. RXN SMILES: [CH3:1][O:2][c:3]1[cH:4][cH:5][c:6]2[c:11]([cH:12]1)[CH:10]1[CH:9]([C:8](=[O:14])[N:7]2[CH3:15])[CH2:13]1.[OH:16][C:17]([C:18]([F:19])([F:20])[F:21])=[O:22]>>[CH3:1][O:2][c:3]1[c:4]([CH:17]=[O:16])[cH:5][c:6]2[c:11]([cH:12]1)[CH:10]1[CH:9]([C:8](=[O:14])[N:7]2[CH3:15])[CH2:13]1. Starting materials: CC[C@@H]1[C@@]([C@@H]([C@H](C(=O)[C@@H](C[C@@]([C@@H]([C@H]([C@@H]([C@H](C(=O)O1)C)O[C@H]2C[C@@]([C@H]([C@@H](O2)C)O)(C)OC)C)O[C@H]3[C@@H]([C@H](C[C@H](O3)C)N(C)C)O)(C)OC)C)C)O)(C)O (6-O-methylerythromycin A), [OH-].[K+] (potassium hydroxide), ClC(=O)OCCOCCOCCOCC (2 - [2 - (2 -ethoxyethoxy ) ethoxy ]ethyl chloroformate), [OH-].[K+] (potassium hydroxide), ClC(=O)OCCOCCOCCOCC (2- [2-(2 -ethoxyethoxy ) ethoxy ]ethyl chloroformate). Solvent: O1CCCC1 (tetrahydrofuran). Reaction conditions: time 3 hour. The product is CC[C@@H]1[C@@]([C@@H]([C@H](C(=O)[C@@H](C[C@@]([C@@H]([C@H]([C@@H]([C@H](C(=O)O1)C)O[C@H]2C[C@@]([C@H]([C@@H](O2)C)O)(C)OC)C)O[C@H]3[C@@H]([C@H](C[C@H](O3)C)N(C)C)O)(C)O)C)C)O)(C)O (erythromycin A), C(C)OCCOCCOCCOC([O-])=O ({2- [2- (2-ethoxyethoxy ) ethoxy]ethyl}carbonate). Isolated yield 598.4%. Reaction SMILES: [CH3:1][CH2:2][C@H:3]1[O:18][C:16](=[O:17])[C@H:15]([CH3:19])[C@@H:14]([O:20][C@@H:21]2[O:26][C@@H:25]([CH3:27])[C@H:24]([OH:28])[C@@:23]([O:30][CH3:31])([CH3:29])[CH2:22]2)[C@H:13]([CH3:32])[C@@H:12]([O:33][C@@H:34]2[O:39][C@H:38]([CH3:40])[CH2:37][C@H:36]([N:41]([CH3:43])[CH3:42])[C@H:35]2[OH:44])[C@@:11]([O:46]C)([CH3:45])[CH2:10][C@@H:9]([CH3:48])[C:7](=[O:8])[C@H:6]([CH3:49])[C@@H:5]([OH:50])[C@@:4]1([OH:52])[CH3:51].[OH-].[K+].Cl[C:56]([O:58][CH2:59][CH2:60][O:61][CH2:62][CH2:63][O:64][CH2:65][CH2:66][O:67][CH2:68][CH3:69])=[O:57]>O1CCCC1>[CH3:1][CH2:2][C@H:3]1[O:18][C:16](=[O:17])[C@H:15]([CH3:19])[C@@H:14]([O:20][C@@H:21]2[O:26][C@@H:25]([CH3:27])[C@H:24]([OH:28])[C@@:23]([O:30][CH3:31])([CH3:29])[CH2:22]2)[C@H:13]([CH3:32])[C@@H:12]([O:33][C@@H:34]2[O:39][C@H:38]([CH3:40])[CH2:37][C@H:36]([N:41]([CH3:42])[CH3:43])[C@H:35]2[OH:44])[C@@:11]([OH:46])([CH3:45])[CH2:10][C@@H:9]([CH3:48])[C:7](=[O:8])[C@H:6]([CH3:49])[C@@H:5]([OH:50])[C@@:4]1([OH:52])[CH3:51].[CH2:68]([O:67][CH2:66][CH2:65][O:64][CH2:63][CH2:62][O:61][CH2:60][CH2:59][O:58][C:56](=[O:8])[O-:57])[CH3:69] |f:1.2|. Reported procedure: To a solution of 6-O-methylerythromycin A (10 g) in tetrahydrofuran (50 ml ), were added 95 % potassium hydroxide powder (0.87 g ) and 2 - [2 - (2 -ethoxyethoxy ) ethoxy ]ethyl chloroformate (3.60 g) under ice-cooling. After stirring for 3 hours, 95% potassium hydroxide powder (0.24 g ) and 2- [2-(2 -ethoxyethoxy ) ethoxy ]ethyl chloroformate (0.98 g ) were further added thereto and the mixture was stirred for additional 2 days. The post treatment was performed by the same method as the one desc... Starting materials: C1CCOC1, CC(=O)O, ClCCl, [Li+], CCCCC1(CC)CN(c2ccccc2)c2cc(SC)c(OCC(=O)OCC)cc2S(=O)(=O)C1, [OH-], O. Product: CCCCC1(CC)CN(c2ccccc2)c2cc(SC)c(OCC(=O)O)cc2S(=O)(=O)C1. RXN SMILES: [CH2:35]1[O:36][CH2:37][CH2:38][CH2:39]1.[CH3:46][C:47](=[O:48])[OH:49].[Cl:42][CH2:43][Cl:44].[Li+:41].[O:1]=[S:2]1(=[O:34])[CH2:3][C:4]([CH2:28][CH3:29])([CH2:30][CH2:31][CH2:32][CH3:33])[CH2:5][N:6]([c:22]2[cH:23][cH:24][cH:25][cH:26][cH:27]2)[c:7]2[c:8]1[cH:9][c:10]([O:15][CH2:16][C:17](=[O:18])[O:19][CH2:20][CH3:21])[c:11]([S:13][CH3:14])[cH:12]2.[OH-:40].[OH2:45]>>[O:1]=[S:2]1(=[O:34])[CH2:3][C:4]([CH2:28][CH3:29])([CH2:30][CH2:31][CH2:32][CH3:33])[CH2:5][N:6]([c:22]2[cH:23][cH:24][cH:25][cH:26][cH:27]2)[c:7]2[c:8]1[cH:9][c:10]([O:15][CH2:16][C:17](=[O:18])[OH:19])[c:11]([S:13][CH3:14])[cH:12]2. Reactants: BrC(CCC(=O)OC)C(C1=CC=CC=C1)=O (methyl 4-bromo-5-oxo-5-phenylpentanoate), NC(=S)N (thiourea). Run in CO (methanol). Yields the product NC=1SC(=C(N1)C1=CC=CC=C1)CCC(=O)OC (methyl 3-(2-amino-4-phenyl-5-thiazolyl)propionate). Yield: 90.6%. As a reaction SMILES: Br[CH:2]([C:9](=O)[C:10]1[CH:15]=[CH:14][CH:13]=[CH:12][CH:11]=1)[CH2:3][CH2:4][C:5]([O:7][CH3:8])=[O:6].[NH2:17][C:18]([NH2:20])=[S:19]>CO>[NH2:20][C:18]1[S:19][C:2]([CH2:3][CH2:4][C:5]([O:7][CH3:8])=[O:6])=[C:9]([C:10]2[CH:15]=[CH:14][CH:13]=[CH:12][CH:11]=2)[N:17]=1. Procedure details: A mixture of methyl 4-bromo-5-oxo-5-phenylpentanoate (15.0 g), thiourea (3.81 g) and methanol (200 ml) was refluxed for 2 hrs. The reaction solvent was removed under reduced pressure, and the residue was dissolved in ethyl acetate. The obtained solution was washed successively with saturated aqueous sodium hydrogen carbonate and saturated brine, dried over anhydrous magnesium sulfate and concentrated to give methyl 3-(2-amino-4-phenyl-5-thiazolyl)propionate (11.9 g, yield 90%) as pale-yellow cry...